Dataset: the Open Reaction Database (ORD), a public repository of structured organic reaction records. Task: describe an organic reaction: reactants, conditions, products, and yield The reactants are CCC(O)C(C)C1OC1CC(C)C=CC=C(C)C1OC(=O)CC(O)CCC(C)(O)C(OC(C)=O)C=CC1C, CN(C)c1ccccn1, CCOC(C)=O, ClCCl, Cc1ccc(S(=O)(=O)Cl)cc1. Yields the product CCC(OS(=O)(=O)c1ccc(C)cc1)C(C)C1OC1CC(C)C=CC=C(C)C1OC(=O)CC(O)CCC(C)(O)C(OC(C)=O)C=CC1C. Reaction SMILES: [C:1]([CH3:2])(=[O:3])[O:4][CH:5]1[C:6]([CH3:37])([OH:38])[CH2:7][CH2:8][CH:9]([OH:36])[CH2:10][C:11](=[O:12])[O:13][CH:14]([C:19](=[CH:20][CH:21]=[CH:22][CH:23]([CH2:24][CH:25]2[CH:26]([CH:27]([CH:28]([CH2:29][CH3:30])[OH:31])[CH3:32])[O:33]2)[CH3:34])[CH3:35])[CH:15]([CH3:18])[CH:16]=[CH:17]1.[CH3:39][N:40]([c:41]1[cH:42][cH:43][cH:44][cH:45][n:46]1)[CH3:47].[CH3:62][CH2:63][O:64][C:65](=[O:66])[CH3:67].[Cl:59][CH2:60][Cl:61].[S:48](=[O:49])(=[O:50])([c:51]1[cH:52][cH:53][c:54]([CH3:55])[cH:56][cH:57]1)[Cl:58]>>[C:1]([CH3:2])(=[O:3])[O:4][CH:5]1[C:6]([CH3:37])([OH:38])[CH2:7][CH2:8][CH:9]([OH:36])[CH2:10][C:11](=[O:12])[O:13][CH:14]([C:19](=[CH:20][CH:21]=[CH:22][CH:23]([CH2:24][CH:25]2[CH:26]([CH:27]([CH:28]([CH2:29][CH3:30])[O:31][S:48](=[O:49])(=[O:50])[c:51]3[cH:52][cH:53][c:54]([CH3:55])[cH:56][cH:57]3)[CH3:32])[O:33]2)[CH3:34])[CH3:35])[CH:15]([CH3:18])[CH:16]=[CH:17]1. Reactants: CC(C)(C)[Si](C)(C)Cl, CN(C)C=O, O, O=C1NCCC1O, c1c[nH]cn1. Yields the product CC(C)(C)[Si](C)(C)OC1CCNC1=O. As a reaction SMILES: [C:6]([CH3:7])([CH3:8])([CH3:9])[Si:10]([CH3:11])([CH3:12])[Cl:13].[CH3:14][N:15]([CH3:16])[CH:17]=[O:18].[OH2:26].[OH:19][CH:20]1[C:21](=[O:25])[NH:22][CH2:23][CH2:24]1.[nH:1]1[cH:2][cH:3][n:4][cH:5]1>>[C:6]([CH3:7])([CH3:8])([CH3:9])[Si:10]([CH3:11])([CH3:12])[O:19][CH:20]1[C:21](=[O:25])[NH:22][CH2:23][CH2:24]1. The reactants are C(C)(C)C1CCC(C(C1=O)=CC1=CC=C(C=C1)N=CC1=CC=C(C=C1)OCCC)C (6-Isopropyl-3-methyl-2-{4-[(4-propoxy-benzylidene)-amino]-benzylidene}-cyclohexanone), C(C)(C)C1CCC(C(C1=O)=CC1=CC=C(C=C1)N=CC1=CC=C(C=C1)OCCC)C (6-Isopropyl-3-methyl-2-{4-[(4-propoxy-benzylidene)-amino]-benzylidene}-cyclohexanone), C(C)(C)C1CCC(C(C1=O)=CC1=CC=C(C=C1)N=CC1=CC=C(C=C1)OCCC)C (6-Isopropyl-3-methyl-2-{4-[(4-propoxy-benzylidene)-amino]-benzylidene}-cyclohexanone), C[C@@H]1CC[C@H](C(=O)C1)C(C)C (menthone), NC1=CC=C(C=O)C=C1 (4-aminobenzaldehyde), [OH-].[K+] (potassium hydroxide). Run in O (water), C(C)(=O)OCC (ethyl acetate), CS(=O)C (dimethylsulfoxide). The product is NC1=CC=C(C=C2C(C(CCC2C)C(C)C)=O)C=C1 (2-(4-Amino-benzylidene)-6-isopropyl-3-methyl-cyclohexanone). RXN SMILES: [CH:1]([CH:4]1[C:9](=[O:10])[C:8](=[CH:11][C:12]2[CH:17]=[CH:16][C:15]([N:18]=CC3C=CC(OCCC)=CC=3)=[CH:14][CH:13]=2)[CH:7]([CH3:30])[CH2:6][CH2:5]1)([CH3:3])[CH3:2].C[C@H]1CC(=O)[C@H](C(C)C)CC1.NC1C=CC(C=O)=CC=1.[OH-].[K+]>CS(C)=O.O.C(OCC)(=O)C>[NH2:18][C:15]1[CH:14]=[CH:13][C:12]([CH:11]=[C:8]2[CH:7]([CH3:30])[CH2:6][CH2:5][CH:4]([CH:1]([CH3:2])[CH3:3])[C:9]2=[O:10])=[CH:17][CH:16]=1 |f:3.4|. Procedure details: A compound having general Formula 3, exemplified by 6-Isopropyl-3-methyl-2-{4-[(4-propoxy-benzylidene)-amino]-benzylidene}-cyclohexanone (Compound 3; FIG. 1) can be prepared as follows. A solution of menthone (154 mg, 1.0 mmol) and 4-aminobenzaldehyde (121 mg, 1.0 mmol) in dimethylsulfoxide is treated with potassium hydroxide (56 mg, 1.0 mmol). The reaction is stirred until no futher reaction occurs. The reaction mixture is poured into ethyl acetate and water. The organic phase is collected, dri... Starting materials: CN(C)C=O, CCOC(=O)c1cccnc1Cl, [K+], [K+], O=C([O-])[O-], C1COCCOCCOCCOCCOCCO1, O, c1ccc(-c2cn[nH]c2)cc1. Product: CCOC(=O)c1cccnc1-n1cc(-c2ccccc2)cn1. As a reaction SMILES: [CH3:48][N:49]([CH3:50])[CH:51]=[O:52].[Cl:1][c:2]1[c:3]([C:4](=[O:5])[O:6][CH2:7][CH3:8])[cH:9][cH:10][cH:11][n:12]1.[K+:24].[K+:25].[O-:26][C:27]([O-:28])=[O:29].[O:30]1[CH2:31][CH2:32][O:33][CH2:34][CH2:35][O:36][CH2:37][CH2:38][O:39][CH2:40][CH2:41][O:42][CH2:43][CH2:44][O:45][CH2:46][CH2:47]1.[OH2:53].[c:13]1(-[c:19]2[cH:20][n:21][nH:22][cH:23]2)[cH:14][cH:15][cH:16][cH:17][cH:18]1>>[c:2]1(-[n:22]2[n:21][cH:20][c:19](-[c:13]3[cH:14][cH:15][cH:16][cH:17][cH:18]3)[cH:23]2)[c:3]([C:4](=[O:5])[O:6][CH2:7][CH3:8])[cH:9][cH:10][cH:11][n:12]1. As a reaction SMILES: [CH2:11]([Br:12])[CH3:13].[CH3:1][c:2]1[c:3]([Br:9])[c:4]([CH3:8])[cH:5][cH:6][cH:7]1.[CH3:36][CH2:37][OH:38].[CH:15]([O:16][CH2:17][CH3:18])([O:19][CH2:20][CH3:21])[O:22][CH2:23][CH3:24].[ClH:25].[ClH:26].[ClH:27].[I:14].[Mg:10].[NH2:28][n:29]1[c:30]([NH:34][NH2:35])[n:31][n:32][cH:33]1.[OH2:39]>>[CH3:1][c:2]1[c:3]([CH:15]=[N:35][NH:34][c:30]2[n:29]([NH2:28])[cH:33][n:32][n:31]2)[c:4]([CH3:8])[cH:5][cH:6][cH:7]1.[ClH:25]. Starting materials: CCBr, Cc1cccc(C)c1Br, CCO, CCOC(OCC)OCC, Cl, Cl, Cl, I, [Mg], NNc1nncn1N, O. Product: Cc1cccc(C)c1C=NNc1nncn1N, Cl. Reactants: BrC=1C=C2C(=NC1)NC=C2 (5-Bromo-1H-pyrrolo[2,3-b]pyridine), C(CCC)[Li] (n-butyl lithium), C1CCOC1 (THF). Reaction conditions: time 1 hour. Product: N1C=CC=2C1=NC=C(C2)C=O (1H-Pyrrolo[2,3-b]pyridine-5-carbaldehyde). Isolated yield 61.0%. As a reaction SMILES: Br[C:2]1[CH:3]=[C:4]2[CH:10]=[CH:9][NH:8][C:5]2=[N:6][CH:7]=1.C([Li])CCC.C1C[O:19][CH2:18]C1>>[NH:8]1[C:5]2=[N:6][CH:7]=[C:2]([CH:18]=[O:19])[CH:3]=[C:4]2[CH:10]=[CH:9]1. Procedure details: To 5-Bromo-1H-pyrrolo[2,3-b]pyridine (1.5 g, 7.61 mmol) in THF (200 mL) at −78 C, under nitrogen, was added n-butyl lithium (2.5M in hexanes, 15.2 mmol, 6.1 mL), and the reaction solution was stirred with an overhead motor. After 1 hr, the resulting orange gel was quenched with methylormate (4.56 g, 76 mmol) and the reaction solution was allowed to slowly warm to 23C. The solution was poured into water and extracted with ethyl acetate, dried (Na2SO4) to give 1H-Pyrrolo[2,3-b]pyridine-5-carbaldeh... Reactants: CCOC(=O)CBr, O=C([O-])[O-], CN(C)C=O, CCOC(C)=O, [I-], [K+], [K+], [K+], O, O=C1N(Cc2cccc(O)c2)c2ccccc2C12COc1cc3c(cc12)CCO3. RXN SMILES: [Br:36][CH2:37][C:38](=[O:39])[O:40][CH2:41][CH3:42].[C:30](=[O:31])([O-:32])[O-:33].[CH3:45][N:46]([CH3:47])[CH:48]=[O:49].[CH3:50][CH2:51][O:52][C:53](=[O:54])[CH3:55].[I-:44].[K+:34].[K+:35].[K+:43].[OH2:56].[OH:1][c:2]1[cH:3][c:4]([CH2:5][N:6]2[C:7](=[O:26])[C:8]3([c:9]4[c:10]([cH:13][c:14]5[c:18]([cH:19]4)[CH2:17][CH2:16][O:15]5)[O:11][CH2:12]3)[c:20]3[cH:21][cH:22][cH:23][cH:24][c:25]32)[cH:27][cH:28][cH:29]1>>[O:1]([c:2]1[cH:3][c:4]([CH2:5][N:6]2[C:7](=[O:26])[C:8]3([c:9]4[c:10]([cH:13][c:14]5[c:18]([cH:19]4)[CH2:17][CH2:16][O:15]5)[O:11][CH2:12]3)[c:20]3[cH:21][cH:22][cH:23][cH:24][c:25]32)[cH:27][cH:28][cH:29]1)[CH2:37][C:38](=[O:39])[O:40][CH2:41][CH3:42]. The product is CCOC(=O)COc1cccc(CN2C(=O)C3(COc4cc5c(cc43)CCO5)c3ccccc32)c1.